This data is from the Open Reaction Database (ORD), a public repository of structured organic reaction records. The task is: describe an organic reaction: reactants, conditions, products, and yield As a reaction SMILES: [Cl:1][C:2]1[CH:3]=[C:4]([C:8]2[S:9][CH:10]=[CH:11][CH:12]=2)[CH:5]=[CH:6][CH:7]=1.[C:13]1([S:19]Cl)[CH:18]=[CH:17][CH:16]=[CH:15][CH:14]=1>[Fe].C(Cl)(Cl)(Cl)Cl>[Cl:1][C:2]1[CH:3]=[C:4]([C:8]2[S:9][C:10]([S:19][C:13]3[CH:18]=[CH:17][CH:16]=[CH:15][CH:14]=3)=[CH:11][CH:12]=2)[CH:5]=[CH:6][CH:7]=1. The reagents and catalysts are [Fe] (iron), [Fe] (iron). Solvent: C(Cl)(Cl)(Cl)Cl (carbon tetrachloride). Yield: 21.5%. Product: ClC=1C=C(C=CC1)C=1SC(=CC1)SC1=CC=CC=C1 (2-(m-chlorophenyl)-5-(phenylthio)thiophene). Procedure: A mixture of 89 g (0.46 mole) of 2-(m-chlorophenyl)thiophene, 400 ml of reagent carbon tetrachloride, 54 ml (67 g, 0.46 mole) of benzenesulfenyl chloride and 0.05 g of iron powder was allowed to stand for four days at room temperature. A further 12 ml (15 g, 0.10 mole) of benzenesulfenyl chloride and 0.05 g of iron powder were added. After four days the carbon tetrachloride was removed by distillation. The residue was distilled at reduced pressure to give 30 g (22%) of 2-(m-chlorophenyl)-5-(phen... Run at time 4 day. The reactants are C1(=CC=CC=C1)SCl (benzenesulfenyl chloride), ClC=1C=C(C=CC1)C=1SC=CC1 (2-(m-chlorophenyl)thiophene), reagent, C1(=CC=CC=C1)SCl (benzenesulfenyl chloride). Starting materials: BrC1=C(OCC#N)C=CC=C1 (2-(2-bromophenoxy)acetonitrile), FC1=C(C=CC(=C1)B1OC(C(O1)(C)C)(C)C)C=1C=NC(=NC1)N (5-(2-fluoro-4-(4,4,5,5-tetramethyl-1,3,2-dioxaborolan-2-yl)phenyl)pyrimidin-2-amine). The product is NC1=NC=C(C=N1)C1=C(C=C(C=C1)C1=C(C=CC=C1)OCC#N)F ({[4′-(2-Aminopyrimidin-5-yl)-3′-fluorobiphenyl-2-yl]oxy}acetonitrile). As a reaction SMILES: Br[C:2]1[CH:11]=[CH:10][CH:9]=[CH:8][C:3]=1[O:4][CH2:5][C:6]#[N:7].[F:12][C:13]1[CH:18]=[C:17](B2OC(C)(C)C(C)(C)O2)[CH:16]=[CH:15][C:14]=1[C:28]1[CH:29]=[N:30][C:31]([NH2:34])=[N:32][CH:33]=1>>[NH2:34][C:31]1[N:32]=[CH:33][C:28]([C:14]2[CH:15]=[CH:16][C:17]([C:2]3[CH:11]=[CH:10][CH:9]=[CH:8][C:3]=3[O:4][CH2:5][C:6]#[N:7])=[CH:18][C:13]=2[F:12])=[CH:29][N:30]=1. Procedure: The title compound was prepared in a manner similar to that described in Example 88 using 2-(2-bromophenoxy)acetonitrile and 5-(2-fluoro-4-(4,4,5,5-tetramethyl-1,3,2-dioxaborolan-2-yl)phenyl)pyrimidin-2-amine. MS (ESI): mass calcd. for C18H13FN4O, 320.11; m/z found, 320.9 [M+H]+. 1H NMR (400 MHz, DMSO-d6) δ 8.47 (d, J=1.5, 2H), 7.60-7.56 (m, 1H), 7.46-7.34 (m, 4H), 7.26 (d, J=8.0, 1H), 7.18-7.14 (m, 1H), 6.87 (s, 2H), 5.18 (s, 2H). Reactants: C(=O)(Cl)Cl (phosgene), C(=O)(Cl)Cl (phosgene), C(=O)(Cl)Cl (phosgene), ClC=1C=C(OC(C)C2=NN=C(S2)N)C=C(C1)Cl (5-[1-(3,5-dichorophenoxy)ethyl]-2-amino-1,3,4-thiadiazole). Solvent: C(C)(=O)OCC (ethyl acetate), C(C)(=O)OCC (ethyl acetate), C(C)OC(C)=O (ethylacetate). Reaction conditions: time 64 hour. Yields the product ClC=1C=C(OC(C)C2=NN=C(S2)N=C=O)C=C(C1)Cl (5-[1-(3,5-dichlorophenoxy)ethyl]-1,3,4-thiadiazol-2-yl isocyanate). RXN SMILES: [C:1](Cl)(Cl)=[O:2].[Cl:5][C:6]1[CH:7]=[C:8]([CH:18]=[C:19]([Cl:21])[CH:20]=1)[O:9][CH:10]([C:12]1[S:16][C:15]([NH2:17])=[N:14][N:13]=1)[CH3:11]>C(OCC)(=O)C>[Cl:5][C:6]1[CH:7]=[C:8]([CH:18]=[C:19]([Cl:21])[CH:20]=1)[O:9][CH:10]([C:12]1[S:16][C:15]([N:17]=[C:1]=[O:2])=[N:14][N:13]=1)[CH3:11]. Procedure: A 500 milliliter, 3-neck flask equipped with a magnetic stirrer, thermometer, dry ice condenser/drying tube and inlet from a phosgene (COCl2) tank via a calibrated rotameter was charged with 50 milliliters of ethyl acetate saturated with phosgene at 20° C. (approximately 0.5 mole of phosgene). An additional 50 milliliters of ethylacetate was added, and 7.9 grams of 5-[1-(3,5-dichorophenoxy)ethyl]-2-amino-1,3,4-thiadiazole, (prepared above) in 30 milliliters of ethyl acetate was added. The result... The reactants are CC(CCC(=O)OCC)(CC1=CC=CC=C1)C (ethyl 4,4-dimethyl-5-phenylpentanoate), [OH-].[Na+] (sodium hydroxide), O (water), CO (methanol). Solvent: O1CCCC1 (tetrahydrofuran). Reaction conditions: time 8 hour. The product is CC(CCC(=O)O)(CC1=CC=CC=C1)C (4,4-dimethyl-5-phenylpentanoic acid). Reaction SMILES: [CH3:1][C:2]([CH3:17])([CH2:10][C:11]1[CH:16]=[CH:15][CH:14]=[CH:13][CH:12]=1)[CH2:3][CH2:4][C:5]([O:7]CC)=[O:6].[OH-].[Na+].O.CO>O1CCCC1>[CH3:1][C:2]([CH3:17])([CH2:10][C:11]1[CH:16]=[CH:15][CH:14]=[CH:13][CH:12]=1)[CH2:3][CH2:4][C:5]([OH:7])=[O:6] |f:1.2|. Procedure: A mixture of ethyl 4,4-dimethyl-5-phenylpentanoate (45.47 g, 194.0 mmol) and sodium hydroxide (15.5 g, 388 mmol), water (200 ml), methanol (200 ml) and tetrahydrofuran (100 ml) was stirred overnight at room temperature. The reaction solution was concentrated under reduced pressure and diluted with water. After washing with diethyl ether, the mixture was acidified with conc. hydrochloric acid and extracted twice with ethyl acetate. The recovered organic layer was dried over anhydrous sodium sulfa...